This data is from the Open Reaction Database (ORD), a public repository of structured organic reaction records. The task is: describe an organic reaction: reactants, conditions, products, and yield Reactants: C(C)(C)(C)OC(=O)NC[C@@H]1CN(CC1)CCCCCN (5-((3R)-3-tert-Butoxycarbonylaminomethylpyrrolidin-1-yl)pentylamine), C1(CCCCC1)C(=O)Cl (cyclohexanecarbonyl chloride), NC1=CC(=C(C(=O)O)C=C1Cl)OC (4-amino-5-chloro-2-methoxybenzoic acid). The product is NC1=CC(=C(C(=O)NC[C@@H]2CN(CC2)CCCCCNC(=O)C2CCCCC2)C=C1Cl)OC (4-amino-5-chloro-N-((3R)-1-(5-cyclohexanecarbonylaminopentyl)pyrrolidin-3-ylmethyl)-2-methoxybenzamide). RXN SMILES: C(O[C:6]([NH:8][CH2:9][C@H:10]1[CH2:14][CH2:13][N:12]([CH2:15][CH2:16][CH2:17][CH2:18][CH2:19][NH2:20])[CH2:11]1)=[O:7])(C)(C)C.[CH:21]1([C:27](Cl)=[O:28])[CH2:26][CH2:25][CH2:24][CH2:23][CH2:22]1.[NH2:30][C:31]1[C:39]([Cl:40])=[CH:38][C:34](C(O)=O)=[C:33]([O:41][CH3:42])[CH:32]=1>>[NH2:30][C:31]1[C:39]([Cl:40])=[CH:38][C:34]([C:6]([NH:8][CH2:9][C@H:10]2[CH2:14][CH2:13][N:12]([CH2:15][CH2:16][CH2:17][CH2:18][CH2:19][NH:20][C:27]([CH:21]3[CH2:26][CH2:25][CH2:24][CH2:23][CH2:22]3)=[O:28])[CH2:11]2)=[O:7])=[C:33]([O:41][CH3:42])[CH:32]=1. Procedure details: 5-((3R)-3-tert-Butoxycarbonylaminomethylpyrrolidin-1-yl)pentylamine (1.00 g) as starting compound was reacted and treated in the same manner as in Example 1 using cyclohexanecarbonyl chloride (0.52 ml) and 4-amino-5-chloro-2-methoxybenzoic acid (0.70 g) to give 4-amino-5-chloro-N-((3R)-1-(5-cyclohexanecarbonylaminopentyl)pyrrolidin-3-ylmethyl)-2-methoxybenzamide. Reactants: O=C(C(=O)OC)CC(C)=O (Methyl 2,4-dioxopentanoate), C[O-].[Na+] (Sodium methoxide), C(=O)(O)[O-].[Na+] (NaHCO3), BrC(C(F)(F)F)=NNC1CCN(CC1)C(=O)OCC1=CC=CC=C1 (benzyl 4-(2-(1-bromo-2,2,2-trifluoroethylidene)hydrazinyl)piperidine-1-carboxylate). Run in CO (MeOH), CCOC(=O)C (AcOEt), CO (MeOH). Reaction conditions: time 10 minute. Yields the product C(C)(=O)C=1C(=NN(C1C(=O)OC)C1CCN(CC1)C(=O)OCC1=CC=CC=C1)C(F)(F)F (benzyl 4-(4-acetyl-5-(methoxycarbonyl)-3-(trifluoromethyl)-1H-pyrazol-1-yl)piperidine-1-carboxylate). The yield is 38.6%. As a reaction SMILES: O=[C:2]([CH2:7][C:8](=[O:10])[CH3:9])[C:3]([O:5][CH3:6])=[O:4].C[O-].[Na+].Br[C:15](=[N:20][NH:21][CH:22]1[CH2:27][CH2:26][N:25]([C:28]([O:30][CH2:31][C:32]2[CH:37]=[CH:36][CH:35]=[CH:34][CH:33]=2)=[O:29])[CH2:24][CH2:23]1)[C:16]([F:19])([F:18])[F:17].C([O-])(O)=O.[Na+]>CO.CCOC(C)=O>[C:8]([C:7]1[C:15]([C:16]([F:19])([F:18])[F:17])=[N:20][N:21]([CH:22]2[CH2:23][CH2:24][N:25]([C:28]([O:30][CH2:31][C:32]3[CH:33]=[CH:34][CH:35]=[CH:36][CH:37]=3)=[O:29])[CH2:26][CH2:27]2)[C:2]=1[C:3]([O:5][CH3:6])=[O:4])(=[O:10])[CH3:9] |f:1.2,4.5|. Reported procedure: To a stirred solution of Methyl 2,4-dioxopentanoate (892 mg, 6.19 mmol) in MeOH (11.5 mL) at room temperature was added Sodium methoxide (25% in MeOH, 0.891 mL, 4.13 mmol). Then a solution of 111 (842 mg, 2.063 mmol) in MeOH (2.3 mL) was added drop-wise and the suspension was stirred for 10 min at room temperature, then for 2 h at 65° C. After cooling, the mixture was taken to dryness and AcOEt and saturated NaHCO3 were added, the organic layer was separated, dried over MgSO4, filtrated and evap... Reactants: BrC1=CC=2C3=C(C=NC2C=C1)N(C(N3C=3C(=NN(C3)C)C)=O)C (8-bromo-1-(1,3-dimethyl-1H-pyrazol-4-yl)-3-methyl-1,3-dihydro-imidazo[4,5-c]quinolin-2-one), BrC1=CC=2C3=C(C=NC2C=C1)N(C(N3C=3C(=NN(C3)C)C)=O)C (8-bromo-1-(1,3-dimethyl-1H-pyrazol-4-yl)-3-methyl-1,3-dihydro-imidazo[4,5-c]quinolin-2-one), COCCN1C(N(C2=NC=C(C=C21)B2OC(C(O2)(C)C)(C)C)C)=O (1-(2-methoxy-ethyl)-3-methyl-6-(4,4,5,5-tetramethyl-[1,3,2]dioxaborolan-2-yl)-1,3-dihydro-imidazo[4,5-b]pyridin-2-one). Reported procedure: The title compound was synthesized in a similar manner as described for Example 1.1 using 8-bromo-1-(1,3-dimethyl-1H-pyrazol-4-yl)-3-methyl-1,3-dihydro-imidazo[4,5-c]quinolin-2-one (Intermediate A) and 1-(2-methoxy-ethyl)-3-methyl-6-(4,4,5,5-tetramethyl-[1,3,2]dioxaborolan-2-yl)-1,3-dihydro-imidazo[4,5-b]pyridin-2-one (Stage 69.1.1) to give the title compound as a white solid. (HPLC: tR 2.46 min (Method A); M+H=499 MS-ES; 1H-NMR (d6-DMSO, 400 MHz) 8.97 (s, 1H), 8.15-8.05 (m, 3H), 7.97-7.91 (m, 1... Product: CN1N=C(C(=C1)N1C(N(C=2C=NC=3C=CC(=CC3C21)C=2C=C1C(=NC2)N(C(N1CCOC)=O)C)C)=O)C (1-(1,3-Dimethyl-1H-pyrazol-4-yl)-8-[1-(2-methoxy-ethyl)-3-methyl-2-oxo-2,3-dihydro-1H-imidazo[4,5-b]pyridin-6-yl]-3-methyl-1,3-dihydro-imidazo[4,5-c]quinolin-2-one). Reaction SMILES: Br[C:2]1[CH:11]=[CH:10][C:9]2[N:8]=[CH:7][C:6]3[N:12]([CH3:23])[C:13](=[O:22])[N:14]([C:15]4[C:16]([CH3:21])=[N:17][N:18]([CH3:20])[CH:19]=4)[C:5]=3[C:4]=2[CH:3]=1.[CH3:24][O:25][CH2:26][CH2:27][N:28]1[C:36]2[C:31](=[N:32][CH:33]=[C:34](B3OC(C)(C)C(C)(C)O3)[CH:35]=2)[N:30]([CH3:46])[C:29]1=[O:47]>>[CH3:20][N:18]1[CH:19]=[C:15]([N:14]2[C:5]3[C:4]4[CH:3]=[C:2]([C:34]5[CH:35]=[C:36]6[N:28]([CH2:27][CH2:26][O:25][CH3:24])[C:29](=[O:47])[N:30]([CH3:46])[C:31]6=[N:32][CH:33]=5)[CH:11]=[CH:10][C:9]=4[N:8]=[CH:7][C:6]=3[N:12]([CH3:23])[C:13]2=[O:22])[C:16]([CH3:21])=[N:17]1. The reactants are C1CCOC1, COC(=O)c1noc(C(F)(C2Cc3[nH]c4ccc(Cl)cc4c3C2)S(=O)(=O)c2ccccc2)n1, CO, [Cl-], [NH4+], [Na+], [OH-], O. Yields the product O=C(O)c1noc(C(F)(C2Cc3[nH]c4ccc(Cl)cc4c3C2)S(=O)(=O)c2ccccc2)n1. RXN SMILES: [CH2:40]1[O:41][CH2:42][CH2:43][CH2:44]1.[CH3:1][O:2][C:3](=[O:4])[c:5]1[n:6][o:7][c:8]([C:10]([F:11])([CH:12]2[CH2:13][c:14]3[c:15]([nH:16][c:17]4[cH:18][cH:19][c:20]([Cl:23])[cH:21][c:22]34)[CH2:24]2)[S:25](=[O:26])(=[O:27])[c:28]2[cH:29][cH:30][cH:31][cH:32][cH:33]2)[n:9]1.[CH3:38][OH:39].[Cl-:36].[NH4+:37].[Na+:35].[OH-:34].[OH2:45]>>[O:2]=[C:3]([OH:4])[c:5]1[n:6][o:7][c:8]([C:10]([F:11])([CH:12]2[CH2:13][c:14]3[c:15]([nH:16][c:17]4[cH:18][cH:19][c:20]([Cl:23])[cH:21][c:22]34)[CH2:24]2)[S:25](=[O:26])(=[O:27])[c:28]2[cH:29][cH:30][cH:31][cH:32][cH:33]2)[n:9]1. Product: NC(=O)c1cccc(N2CC(c3cccc(OCc4ccccc4)c3)CC2=O)c1. Reaction SMILES: [CH2:1]([c:2]1[cH:3][cH:4][cH:5][cH:6][cH:7]1)[O:8][c:9]1[cH:10][c:11]([CH:15]2[CH2:16][C:17](=[O:28])[N:18]([c:20]3[cH:21][c:22]([C:23]#[N:24])[cH:25][cH:26][cH:27]3)[CH2:19]2)[cH:12][cH:13][cH:14]1.[CH3:33][CH2:34][OH:35].[Na+:30].[OH-:29].[OH:31][OH:32]>>[CH2:1]([c:2]1[cH:3][cH:4][cH:5][cH:6][cH:7]1)[O:8][c:9]1[cH:10][c:11]([CH:15]2[CH2:16][C:17](=[O:28])[N:18]([c:20]3[cH:21][c:22]([C:23]([NH2:24])=[O:29])[cH:25][cH:26][cH:27]3)[CH2:19]2)[cH:12][cH:13][cH:14]1. Reactants: N#Cc1cccc(N2CC(c3cccc(OCc4ccccc4)c3)CC2=O)c1, CCO, [Na+], [OH-], OO.